The task is: describe an organic reaction: reactants, conditions, products, and yield. This data is from the Open Reaction Database (ORD), a public repository of structured organic reaction records. Starting materials: COC(=O)C1=CC=C(C=O)C=C1 (4-(methoxycarbonyl)benzaldehyde), C(C)(C)(C)OC(C=C)=O (t-butylacrylate), N12CCN(CC1)CC2 (1,4-diazabicyclo[2,2,2]octane). Run in C(C)(=O)OCC.CCCCCC (ethyl acetate n-hexane). Reaction conditions: time 5 day. The product is C(C)(C)(C)OC(C(C(C1=CC=C(C=C1)C(=O)OC)O)=C)=O (t-butyl-3-hydroxy-2-methylene-3-(4-methoxycarbonylphenyl)propanoate). The yield is 73.0%. Reaction SMILES: [CH3:1][O:2][C:3]([C:5]1[CH:12]=[CH:11][C:8]([CH:9]=[O:10])=[CH:7][CH:6]=1)=[O:4].[C:13]([O:17][C:18](=[O:21])[CH:19]=[CH2:20])([CH3:16])([CH3:15])[CH3:14].N12CCN(CC1)CC2>C(OCC)(=O)C.CCCCCC>[C:13]([O:17][C:18](=[O:21])[C:19](=[CH2:20])[CH:9]([OH:10])[C:8]1[CH:11]=[CH:12][C:5]([C:3]([O:2][CH3:1])=[O:4])=[CH:6][CH:7]=1)([CH3:16])([CH3:15])[CH3:14] |f:3.4|. Reported procedure: 4-(methoxycarbonyl)benzaldehyde (3.3 g, 20 mM), t-butylacrylate (3.5 ml, 24 mM) and 1,4-diazabicyclo[2,2,2]octane (449 mg, 4 mM) were mixed and stirred in a vessel at room temperature for 5 days. The resulting mixture was extracted with ethyl ether. The organic layer was separated, washed with 2N hydrochloric acid, water and an aqueous sodium bicarbonate solution in order, dried over anhydrous sodium sulfate, filtered and concentrated under reduced pressure. The residue thus obtained was subject... Reactants: BrC=1C=C2C=NN=C(C2=CC1)N1CCOCC1 (6-bromo-1-morpholinophthalazine), C(C)(=O)[O-].[K+] (potassium acetate), CC1(OB(OC1(C)C)B1OC(C(O1)(C)C)(C)C)C (4,4,5,5-tetramethyl-2-(4,4,5,5-tetramethyl-1,3,2-dioxaborolan-2-yl)-1,3,2-dioxaborolane), C1(CC1)NC(C1=CC(=CC=C1)I)=O (N-cyclopropyl-3-iodobenzamide), O (water). The reagents and catalysts are C1=CC=C(C=C1)P([C-]2C=CC=C2)C3=CC=CC=C3.C1=CC=C(C=C1)P([C-]2C=CC=C2)C3=CC=CC=C3.Cl[Pd]Cl.[Fe+2] (1,1′-bis(diphenylphosphino)ferrocene-palladium dichloride), [Pd].C1(=CC=CC=C1)P(C1=CC=CC=C1)C1=CC=CC=C1.C1(=CC=CC=C1)P(C1=CC=CC=C1)C1=CC=CC=C1.C1(=CC=CC=C1)P(C1=CC=CC=C1)C1=CC=CC=C1.C1(=CC=CC=C1)P(C1=CC=CC=C1)C1=CC=CC=C1 (tetrakis(triphenylphosphine) palladium). Solvent: O1CCOCC1 (1,4-dioxane), C(C)(=O)OCC (ethyl acetate), C(C)O (ethanol), C([O-])([O-])=O.[K+].[K+] (potassium carbonate). Conditions: temperature 80 celsius, time 2 hour. The product is C1(CC1)NC(C1=CC(=CC=C1)C=1C=C2C=NN=C(C2=CC1)N1CCOCC1)=O (N-Cyclopropyl-3-(1-morpholin-4-ylphthalazin-6-yl)benzamide). Reaction SMILES: Br[C:2]1[CH:3]=[C:4]2[C:9](=[CH:10][CH:11]=1)[C:8]([N:12]1[CH2:17][CH2:16][O:15][CH2:14][CH2:13]1)=[N:7][N:6]=[CH:5]2.C([O-])(=O)C.[K+].CC1(C)C(C)(C)OB(B2OC(C)(C)C(C)(C)O2)O1.[CH:41]1([NH:44][C:45](=[O:53])[C:46]2[CH:51]=[CH:50][CH:49]=[C:48](I)[CH:47]=2)[CH2:43][CH2:42]1.O>C(O)C.C(=O)([O-])[O-].[K+].[K+].C(OCC)(=O)C.C1C=CC(P(C2C=CC=CC=2)[C-]2C=CC=C2)=CC=1.C1C=CC(P(C2C=CC=CC=2)[C-]2C=CC=C2)=CC=1.Cl[Pd]Cl.[Fe+2].[Pd].C1(P(C2C=CC=CC=2)C2C=CC=CC=2)C=CC=CC=1.C1(P(C2C=CC=CC=2)C2C=CC=CC=2)C=CC=CC=1.C1(P(C2C=CC=CC=2)C2C=CC=CC=2)C=CC=CC=1.C1(P(C2C=CC=CC=2)C2C=CC=CC=2)C=CC=CC=1.O1CCOCC1>[CH:41]1([NH:44][C:45](=[O:53])[C:46]2[CH:51]=[CH:50][CH:49]=[C:48]([C:2]3[CH:3]=[C:4]4[C:9](=[CH:10][CH:11]=3)[C:8]([N:12]3[CH2:17][CH2:16][O:15][CH2:14][CH2:13]3)=[N:7][N:6]=[CH:5]4)[CH:47]=2)[CH2:42][CH2:43]1 |f:1.2,7.8.9,11.12.13.14,15.16.17.18.19|. Procedure details: To 6-bromo-1-morpholinophthalazine (95 mg, 323 μmol), 1,1′-bis(diphenylphosphino)ferrocene-palladium dichloride (24 mg, 32 μmol), potassium acetate (95 mg, 969 μmol), and 4,4,5,5-tetramethyl-2-(4,4,5,5-tetramethyl-1,3,2-dioxaborolan-2-yl)-1,3,2-dioxaborolane (90 mg, 355 μmol) was added 1,4-dioxane (3.23 mL) before it was heated to 80° C. for 2.5 h. This reaction mixture was added to a mixture of N-cyclopropyl-3-iodobenzamide (111 mg, 388 μmol) and tetrakis(triphenylphosphine) palladium (37 mg, 3... Reactants: CCOC(=N)Cc1ccccc1C, CCO, ClC(Cl)Cl, Cl, COc1ccc(COc2cccnc2N)cc1. Product: COc1ccc(COc2cccnc2NC(=N)Cc2ccccc2C)cc1. As a reaction SMILES: [CH3:19][c:20]1[c:21]([CH2:26][C:27]([O:28][CH2:29][CH3:30])=[NH:31])[cH:22][cH:23][cH:24][cH:25]1.[CH3:32][CH2:33][OH:34].[CH:35]([Cl:36])([Cl:37])[Cl:38].[ClH:18].[NH2:1][c:2]1[n:3][cH:4][cH:5][cH:6][c:7]1[O:8][CH2:9][c:10]1[cH:11][cH:12][c:13]([O:16][CH3:17])[cH:14][cH:15]1>>[NH:1]([c:2]1[n:3][cH:4][cH:5][cH:6][c:7]1[O:8][CH2:9][c:10]1[cH:11][cH:12][c:13]([O:16][CH3:17])[cH:14][cH:15]1)[C:27]([CH2:26][c:21]1[c:20]([CH3:19])[cH:25][cH:24][cH:23][cH:22]1)=[NH:31]. Starting materials: CN(C(=O)N1C=NC(=C1)CCCO[Si](C)(C)C)C (1-dimethylcarbamoyl-4-(3-trimethylsilyloxypropyl)-1H-imidazole), BrC1=CC=C(CBr)C=C1 (p-bromobenzyl bromide). The solvent is C(C)#N (acetonitrile). Run at time 45 minute. The product is [NH4+].[OH-] (NH4OH), BrC1=CC=C(CN2C=NC=C2CCCO)C=C1 (1-(p-Bromobenzyl)-5-(3-hydroxypropyl)-1H-imidazole). RXN SMILES: C[N:2](C)C([N:5]1[CH:9]=[C:8]([CH2:10][CH2:11][CH2:12][O:13][Si](C)(C)C)[N:7]=[CH:6]1)=[O:4].[Br:19][C:20]1[CH:27]=[CH:26][C:23]([CH2:24]Br)=[CH:22][CH:21]=1>C(#N)C>[NH4+:2].[OH-:4].[Br:19][C:20]1[CH:27]=[CH:26][C:23]([CH2:24][N:7]2[C:8]([CH2:10][CH2:11][CH2:12][OH:13])=[CH:9][N:5]=[CH:6]2)=[CH:22][CH:21]=1 |f:3.4|. Procedure: A solution of 11.2 g of 1-dimethylcarbamoyl-4-(3-trimethylsilyloxypropyl)-1H-imidazole and 12.49 g of p-bromobenzyl bromide in 110 ml of acetonitrile is refluxed for 24 h. The solution is cooled to 0° and ammonia gas is bubbled through the reaction mixture for 5 min. After reacting an additional 45 min at room temperature, the solvent is evaporated. The residue is taken up in 100 ml of 1N hydrochloric acid and extracted with 50 ml of ether. The aqueous phase is adjusted to pH 8 and extracted wit... The reactants are [N+](=O)([O-])C=1C(=C(C=C(C=O)C1)OC)O (5-nitrovanillin), O (Water), [H-].[Na+] (sodium hydride), C(CC)I (propyl iodide). Run in CN(C=O)C (DMF), CN(C=O)C (dimethylformamide). Run at temperature 0 celsius, time 30 minute. Product: COC=1C=C(C=O)C=C(C1OCCC)[N+](=O)[O-] (3-Methoxy-4-propoxy-5-nitrobenzaldehyde). Reaction SMILES: [H-].[Na+].[N+:3]([C:6]1[C:7]([OH:16])=[C:8]([O:14][CH3:15])[CH:9]=[C:10]([CH:13]=1)[CH:11]=[O:12])([O-:5])=[O:4].[CH2:17](I)[CH2:18][CH3:19].O>CN(C)C=O>[CH3:15][O:14][C:8]1[CH:9]=[C:10]([CH:13]=[C:6]([N+:3]([O-:5])=[O:4])[C:7]=1[O:16][CH2:17][CH2:18][CH3:19])[CH:11]=[O:12] |f:0.1|. Procedure: A mixture of sodium hydride (6.09 g, 152.3 mmole) in 20 mL of dry dimethylformamide (DMF) was cooled to 0° C. and then 5-nitrovanillin (25 g, 126.8 mmole) in 41 mL of DMF was added dropwise. After 30 minutes, propyl iodide (25.87 g, 152.0 mmole) was added dropwise at 0° C. When the addition was completed, the reaction was maintained at room temperature for 2 hours and then stirred overnight at 70° C. Water was added, and-the solution extracted with ethyl ether, washed with 10% NaOH, dried over M... The reactants are ClCC(=O)N1CCN(CC1)C1=C(C=C(C(=C1)OC)Cl)F (2-chloro-1-[4-(4-chloro-2-fluoro-5-methoxy-phenyl)-piperazin-1-yl]-ethanone), ClC1=CC2=C(NC(O2)=O)C=C1 (6-chloro-3H-benzooxazol-2-one), C(=O)([O-])[O-].[K+].[K+] (K2CO3). Run in CN(C)C=O (DMF). Product: ClC1=CC2=C(N(C(O2)=O)CC(=O)N2CCN(CC2)C2=C(C=C(C(=C2)OC)Cl)F)C=C1 (6-Chloro-3-{2-[4-(4-chloro-2-fluoro-5-methoxy-phenyl)-piperazin-1-yl]-2-oxo-ethyl}-3H-benzooxazol-2-one). RXN SMILES: Cl[CH2:2][C:3]([N:5]1[CH2:10][CH2:9][N:8]([C:11]2[CH:16]=[C:15]([O:17][CH3:18])[C:14]([Cl:19])=[CH:13][C:12]=2[F:20])[CH2:7][CH2:6]1)=[O:4].[Cl:21][C:22]1[CH:31]=[CH:30][C:25]2[NH:26][C:27](=[O:29])[O:28][C:24]=2[CH:23]=1.C([O-])([O-])=O.[K+].[K+]>CN(C=O)C>[Cl:21][C:22]1[CH:31]=[CH:30][C:25]2[N:26]([CH2:2][C:3]([N:5]3[CH2:10][CH2:9][N:8]([C:11]4[CH:16]=[C:15]([O:17][CH3:18])[C:14]([Cl:19])=[CH:13][C:12]=4[F:20])[CH2:7][CH2:6]3)=[O:4])[C:27](=[O:29])[O:28][C:24]=2[CH:23]=1 |f:2.3.4|. Procedure details: Compound 5 was prepared according to the procedure described in Example 2 using 2-chloro-1-[4-(4-chloro-2-fluoro-5-methoxy-phenyl)-piperazin-1-yl]-ethanone (4), 6-chloro-3H-benzooxazol-2-one and K2CO3 in DMF: HPLC retention time, 2.70 minutes, (Agilent Zorbax SB-C18, 2.1×50 mm, 5μ, 35° C.) using 1 ml/min flow rate, a 2.5 minute gradient of 20% to 100% B with a 1.1 minute wash at 100% B (A=0.1% formic acid/5% acetonitrile/94.9% water, B=0.1% formic acid/5% water/94.9% acetonitrile); MS (ES) M+H e... Reactants: O=C(NC1CC1)C(F)(F)F. Reagents/catalysts: N=1C=C(C(=C2C=CC3=C(N=CC(=C3C)C)C12)C)C, O1BOC(C)(C)C1(C)C, C[OH2+].C[OH2+].C1CC=CCCC=C1.C1CC=CCCC=C1.[Ir].[Ir]. Run in C1CCCCC1. Conditions: temperature 80 celsius, time 18 hour. The product is O=C(NC1CC1B2OC(C)(C)C(O2)(C)C)C(F)(F)F. The yield is 12.0%. Procedure: 1e (200 mg, 1.3 mmol) and HBpin (0.28 mL, 2.0 mmol) were used. Purification was performed by MPLC (chloroform/acetone = 1:0 to 19:1) to afford a mixture of 1e and 2e (NMR yield 12%). The mixture was purified again by MPLC (hexane/ether = 7:3 to 1:1) to afford 2e as a colorless oil.